Task: describe an organic reaction: reactants, conditions, products, and yield. Dataset: the Open Reaction Database (ORD), a public repository of structured organic reaction records Reactants: F[B-](F)(F)F, CNOC, CCN(C(C)C)C(C)C, ClCCl, Cl, Cc1cnc(F)c(C(=O)O)c1, CN(C)C(On1nnc2ccccc21)=[N+](C)C. Yields the product CON(C)C(=O)c1cc(C)cnc1F. As a reaction SMILES: [B-:26]([F:27])([F:28])([F:29])[F:30].[CH3:13][NH:14][O:15][CH3:16].[CH:17]([N:18]([CH:19]([CH3:20])[CH3:21])[CH2:22][CH3:23])([CH3:24])[CH3:25].[Cl:48][CH2:49][Cl:50].[ClH:12].[F:1][c:2]1[c:3]([C:4](=[O:5])[OH:6])[cH:7][c:8]([CH3:11])[cH:9][n:10]1.[n:31]1([O:32][C:33]([N:34]([CH3:35])[CH3:36])=[N+:37]([CH3:38])[CH3:39])[c:40]2[cH:41][cH:42][cH:43][cH:44][c:45]2[n:46][n:47]1>>[F:1][c:2]1[c:3]([C:4](=[O:5])[N:14]([CH3:13])[O:15][CH3:16])[cH:7][c:8]([CH3:11])[cH:9][n:10]1. Starting materials: FC1=C(COC2=CC(NC=C2)=O)C=CC(=C1)F (4-(2,4-difluorobenzyloxy)pyridin-2(1H)-one), BrC1=CC=C2C(=N1)N(C1=C2CN(CC1)C(=O)OC(C)(C)C)C (tert-butyl 2-bromo-9-methyl-5,7,8,9-tetrahydro-6H-pyrido[3′,4′:4,5]pyrrolo[2,3-b]pyridine-6-carboxylate), OC=1C=CC=C2C=CC=NC12 (8-hydroxyquinoline), C(=O)([O-])[O-].[Cs+].[Cs+] (Cs2CO3), Cl (HCl). Reagents/catalysts: [Cu]I (CuI). Solvent: CS(=O)C (DMSO), CCOCC (Et2O), C(Cl)Cl (CH2Cl2). Reaction conditions: temperature 135 celsius, time 20 hour. The product is Cl.FC1=C(C=CC(=C1)F)COC1=CC(N(C=C1)C1=CC=C2C(=N1)N(C1=C2CNCC1)C)=O (4-((2,4-Difluorophenyl)methoxy)-1-(9-methyl-5,7,8,9-tetrahydro-6H-pyrido[3′,4′:4,5]pyrrolo[2,3-b]pyridin-2-yl)pyridin-2(1H)-one hydrochloride). Yield: 58.0%. As a reaction SMILES: [F:1][C:2]1[CH:16]=[C:15]([F:17])[CH:14]=[CH:13][C:3]=1[CH2:4][O:5][C:6]1[CH:11]=[CH:10][NH:9][C:8](=[O:12])[CH:7]=1.Br[C:19]1[N:24]=[C:23]2[N:25]([CH3:39])[C:26]3[CH2:31][CH2:30][N:29](C(OC(C)(C)C)=O)[CH2:28][C:27]=3[C:22]2=[CH:21][CH:20]=1.OC1C=CC=C2C=1N=CC=C2.C([O-])([O-])=O.[Cs+].[Cs+].[ClH:57]>CS(C)=O.CCOCC.C(Cl)Cl.[Cu]I>[ClH:57].[F:1][C:2]1[CH:16]=[C:15]([F:17])[CH:14]=[CH:13][C:3]=1[CH2:4][O:5][C:6]1[CH:11]=[CH:10][N:9]([C:19]2[N:24]=[C:23]3[N:25]([CH3:39])[C:26]4[CH2:31][CH2:30][NH:29][CH2:28][C:27]=4[C:22]3=[CH:21][CH:20]=2)[C:8](=[O:12])[CH:7]=1 |f:3.4.5,11.12|. Reported procedure: A suspension of 4-(2,4-difluorobenzyloxy)pyridin-2(1H)-one (116 mg, 0.487 mmol), tert-butyl 2-bromo-9-methyl-5,7,8,9-tetrahydro-6H-pyrido[3′,4′:4,5]pyrrolo[2,3-b]pyridine-6-carboxylate (196 mg, 0.536 mmol), CuI (111 mg, 0.584 mmol), 8-hydroxyquinoline (14 mg, 0.097 mmol) and Cs2CO3 (175 mg, 0.536 mmol) in DMSO (10 mL) was degassed under reduced pressure for 45 min. The suspension was put under N2 and stirred at 135° C. for 20 h. The suspension was cooled, 9:0.9:0.1 CH2Cl2/MeOH/NH4OH was added, a... Reactants: [Al+3], C1CCOC1, Cl, [H-], [H-], [H-], [H-], [Li+], O, CCOC(=O)c1ccc(O)c(-c2ccccc2CC)c1. The product is CCc1ccccc1-c1cc(CO)ccc1O. As a reaction SMILES: [Al+3:2].[CH2:7]1[O:8][CH2:9][CH2:10][CH2:11]1.[ClH:32].[H-:1].[H-:4].[H-:5].[H-:6].[Li+:3].[OH2:33].[OH:12][c:13]1[c:14](-[c:24]2[c:25]([CH2:26][CH3:27])[cH:28][cH:29][cH:30][cH:31]2)[cH:15][c:16]([C:17](=[O:18])[O:19][CH2:20][CH3:21])[cH:22][cH:23]1>>[OH:12][c:13]1[c:14](-[c:24]2[c:25]([CH2:26][CH3:27])[cH:28][cH:29][cH:30][cH:31]2)[cH:15][c:16]([CH2:17][OH:18])[cH:22][cH:23]1. Starting materials: CC1=CC(=C(C(=O)O)C=C1F)F (4-methyl-2,5-difluorobenzoic acid), CO (methanol), S(O)(O)(=O)=O (sulphuric acid). Product: FC1=C(C(=O)OC)C=C(C(=C1)C)F (Methyl 2,5-difluoro-4-methylbenzoate). RXN SMILES: [CH3:1][C:2]1[C:10]([F:11])=[CH:9][C:5]([C:6]([OH:8])=[O:7])=[C:4]([F:12])[CH:3]=1.S(=O)(=O)(O)O.[CH3:18]O>>[F:12][C:4]1[CH:3]=[C:2]([CH3:1])[C:10]([F:11])=[CH:9][C:5]=1[C:6]([O:8][CH3:18])=[O:7]. Reported procedure: To a suspension of 4-methyl-2,5-difluorobenzoic acid (comm, 52 g, 0.3 mol) in methanol (1.0 L) was added concentrated sulphuric acid (3 mL) with stirring and the reaction heated to reflux under nitrogen for 18 hours. The reaction was quenched with aqueous sodium bicarbonate solution (10%, 150 mL), concentrated in vacuo and the resulting residue partitioned between EtOAc (800 mL) and water (400 mL). The organic layer was washed with water (250 mL) and brine (100 mL), dried with sodium sulphate an...